From a dataset of the Open Reaction Database (ORD), a public repository of structured organic reaction records. describe an organic reaction: reactants, conditions, products, and yield Reactants: ClCCl, CCC=CCC1C(O)CCC1CC(=O)OC. Yields the product CCC=CCC1C(=O)CCC1CC(=O)OC. Reaction SMILES: [CH2:17]([Cl:18])[Cl:19].[CH3:1][O:2][C:3](=[O:4])[CH2:5][CH:6]1[CH:7]([CH2:12][CH:13]=[CH:14][CH2:15][CH3:16])[CH:8]([OH:11])[CH2:9][CH2:10]1>>[CH3:1][O:2][C:3](=[O:4])[CH2:5][CH:6]1[CH:7]([CH2:12][CH:13]=[CH:14][CH2:15][CH3:16])[C:8](=[O:11])[CH2:9][CH2:10]1. Reactants: BrCC1=CC=C(OC(C(=O)OCC)C2=CC3=C(C=C2)OCO3)C=C1 (ethyl 2-(4-bromomethylphenoxy)-2-(3,4-methylenedioxyphenyl)acetate), C([O-])([O-])=O.[Cs+].[Cs+] (cesium carbonate), C(=O)(OCC)N1C(NC2=C1C=CC=C2)=O (1-carboethoxy-2-benzimidazolinone). Run in CN(C)C=O (DMF), C(CC(O)(C(=O)O)CC(=O)O)(=O)O (citric acid), CN(C)C=O (DMF). Run at time 10 minute. The product is C(=O)(OCC)C(OC1=CC=C(C=C1)CN1C(N(C2=C1C=CC=C2)C(=O)OCC)=O)C2=CC1=C(C=C2)OCO1 (1-[4-(1-carboethoxy-1-(3,4-methylenedioxyphenyl)methoxy)phenylmethyl]-3-carboethoxy-2-benzimidazolinone). The yield is 58.0%. As a reaction SMILES: [C:1]([N:6]1[C:10]2[CH:11]=[CH:12][CH:13]=[CH:14][C:9]=2[NH:8][C:7]1=[O:15])([O:3][CH2:4][CH3:5])=[O:2].C(=O)([O-])[O-].[Cs+].[Cs+].Br[CH2:23][C:24]1[CH:45]=[CH:44][C:27]([O:28][CH:29]([C:35]2[CH:40]=[CH:39][C:38]3[O:41][CH2:42][O:43][C:37]=3[CH:36]=2)[C:30]([O:32][CH2:33][CH3:34])=[O:31])=[CH:26][CH:25]=1>CN(C=O)C.C(O)(=O)CC(CC(O)=O)(C(O)=O)O>[C:30]([CH:29]([C:35]1[CH:40]=[CH:39][C:38]2[O:41][CH2:42][O:43][C:37]=2[CH:36]=1)[O:28][C:27]1[CH:26]=[CH:25][C:24]([CH2:23][N:8]2[C:9]3[CH:14]=[CH:13][CH:12]=[CH:11][C:10]=3[N:6]([C:1]([O:3][CH2:4][CH3:5])=[O:2])[C:7]2=[O:15])=[CH:45][CH:44]=1)([O:32][CH2:33][CH3:34])=[O:31] |f:1.2.3|. Procedure: To a solution of 0.020 g (0.10 mmol) of 1-carboethoxy-2-benzimidazolinone dissolved in 250 gL DMF was added 0.035 g (0.11 mmol) of cesium carbonate and the resulting suspension was stirred under a nitrogen atmosphere for 10 minutes. A solution of the product of step B in 300 aL DMF was then added and the reaction mixture was stirred for an additional 1 hour. The mixture was suspended in 10% aqueous citric acid and extracted into ethyl acetate. The organic layer was separated, washed with saturat... Starting materials: CN(C)C=O, COc1cc(Cl)nc(OC)n1, Cl, [H-], [Na+], O=C(OCc1ccccc1)c1c(O)cccc1-c1ccccc1. The product is COc1cc(Oc2cccc(-c3ccccc3)c2C(=O)OCc2ccccc2)nc(OC)n1. As a reaction SMILES: [CH3:38][N:39]([CH3:40])[CH:41]=[O:42].[Cl:26][c:27]1[n:28][c:29]([O:35][CH3:36])[n:30][c:31]([O:33][CH3:34])[cH:32]1.[ClH:37].[H-:1].[Na+:2].[c:3]1(-[c:9]2[cH:10][cH:11][cH:12][c:13]([OH:25])[c:14]2[C:15](=[O:16])[O:17][CH2:18][c:19]2[cH:20][cH:21][cH:22][cH:23][cH:24]2)[cH:4][cH:5][cH:6][cH:7][cH:8]1>>[c:3]1(-[c:9]2[cH:10][cH:11][cH:12][c:13]([O:25][c:27]3[n:28][c:29]([O:35][CH3:36])[n:30][c:31]([O:33][CH3:34])[cH:32]3)[c:14]2[C:15](=[O:16])[O:17][CH2:18][c:19]2[cH:20][cH:21][cH:22][cH:23][cH:24]2)[cH:4][cH:5][cH:6][cH:7][cH:8]1. Starting materials: IC=1C=C2C(=NC=NC2=CC1)O (6-iodoquinazoline-4-ol), C1(=CC=CC=C1)C (toluene), FC(C(=O)O)(F)F (trifluoroacetic acid), O1CCCC=C1 (3,4-dihydro-2H-pyran). Run in CCCCCC.C(C)(=O)OCC (Hexane Ethyl Acetate). Reaction conditions: temperature 112.5 celsius. Product: IC=1C=C2C(=NC=NC2=CC1)OC1OCCCC1 (6-iodo-4-(tetrahydro-2H-pyran-2-yloxy)quinazoline). Reaction SMILES: [I:1][C:2]1[CH:3]=[C:4]2[C:9](=[CH:10][CH:11]=1)[N:8]=[CH:7][N:6]=[C:5]2[OH:12].C1(C)C=CC=CC=1.FC(F)(F)C(O)=O.[O:27]1[CH:32]=[CH:31][CH2:30][CH2:29][CH2:28]1>CCCCCC.C(OCC)(=O)C>[I:1][C:2]1[CH:3]=[C:4]2[C:9](=[CH:10][CH:11]=1)[N:8]=[CH:7][N:6]=[C:5]2[O:12][CH:28]1[CH2:29][CH2:30][CH2:31][CH2:32][O:27]1 |f:4.5|. Reported procedure: In a 4-neck glass flask provided with a mechanical stirrer, condenser and thermometer 30 g of 6-iodoquinazoline-4-ol (110 mmoles), 300 mL of toluene dried on molecular sieves, 1.26 g (0.84 mL) of trifluoroacetic acid (0.1 mol. equiv.) and 79.4 g (80 mL) of 3,4-dihydro-2H-pyran (DHP) (944 mmoles; 8.6 mol. equiv.) were introduced, under nitrogen. Stirring was carried out to reflux (T=110-115° C.) for 2-3 hours and the reaction was controlled under TLC with Hexane/Ethyl Acetate (2:8) eluent. Upon c... The reactants are N[C@@H]1[C@@H](CCCC1)NC(C1=C(C=C(C=C1C(F)(F)F)C(F)(F)F)OC)=O (cis-N-(2-Amino-cyclohexyl)-2-methoxy-4,6-bis-trifluoromethyl-benzamide), N[C@@H]1[C@@H](CCCC1)NC(C1=C(C=C(C=C1C(F)(F)F)C(F)(F)F)OC)=O (cis-N-(2-Amino-cyclohexyl)-2-methoxy-4,6-bis-trifluoromethyl-benzamide), C1(CCCCC1)=O (cyclohexanone). Product: C1(CCCCC1)NC1C(CCCC1)NC(C1=C(C=C(C=C1C(F)(F)F)C(F)(F)F)OC)=O (N-((1RS,2SR)-2-Cyclohexylamino-cyclohexyl)-2-methoxy-4,6-bis-trifluoromethyl-benzamide). As a reaction SMILES: [NH2:1][C@H:2]1[CH2:7][CH2:6][CH2:5][CH2:4][C@H:3]1[NH:8][C:9](=[O:26])[C:10]1[C:15]([C:16]([F:19])([F:18])[F:17])=[CH:14][C:13]([C:20]([F:23])([F:22])[F:21])=[CH:12][C:11]=1[O:24][CH3:25].[C:27]1(=O)[CH2:32][CH2:31][CH2:30][CH2:29][CH2:28]1>>[CH:27]1([NH:1][CH:2]2[CH2:7][CH2:6][CH2:5][CH2:4][CH:3]2[NH:8][C:9](=[O:26])[C:10]2[C:15]([C:16]([F:19])([F:18])[F:17])=[CH:14][C:13]([C:20]([F:21])([F:22])[F:23])=[CH:12][C:11]=2[O:24][CH3:25])[CH2:32][CH2:31][CH2:30][CH2:29][CH2:28]1. Procedure details: The title compound, light yellow solid, MS: m/e=467.2 [(M+H)+], was prepared in accordance with the general method of example 11 from cis-N-(2-amino-cyclohexyl)-2-methoxy-4,6-bis-trifluoromethyl-benzamide (intermediate H) and cyclohexanone. Reactants: C(CCC)NC=1C=CC=2N(N1)C(NN2)=O (6-Butylamino-1,2,4-triazolo[4,3-b]pyridazine-3(2H)-one), C(CC)Br (propyl bromide). Product: C(CCC)NC=1C=CC=2N(N1)C(N(N2)CCC)=O (6-n-butylamino-2-propyl-1,2,4-triazolo[4,3-b]pyridazin-3(2H)-one). The yield is 86.0%. Reaction SMILES: [CH2:1]([NH:5][C:6]1[CH:7]=[CH:8][C:9]2[N:10]([C:12](=[O:15])[NH:13][N:14]=2)[N:11]=1)[CH2:2][CH2:3][CH3:4].[CH2:16](Br)[CH2:17][CH3:18]>>[CH2:1]([NH:5][C:6]1[CH:7]=[CH:8][C:9]2[N:10]([C:12](=[O:15])[N:13]([CH2:16][CH2:17][CH3:18])[N:14]=2)[N:11]=1)[CH2:2][CH2:3][CH3:4]. Procedure: By reacting the product of Example 3 with propyl bromide according to the procedure of Example 4, 6-n-butylamino-2-propyl-1,2,4-triazolo[4,3-b]pyridazin-3(2H)-one is obtained, yield 86%, m.p. 183°-185° (ethyl acetate with some drops of absolute ethanol). The hydrochloride is obtained by treatment with ethanolic HCl.